This data is from the Open Reaction Database (ORD), a public repository of structured organic reaction records. The task is: describe an organic reaction: reactants, conditions, products, and yield The reactants are BrN1C(CCC1=O)=O (N-bromosuccinimide), C(N)(=O)C=1C=C(N2C1CN(CC2)C(=O)OC(C)(C)C)Cl (tert-butyl 8-carbamoyl-6-chloro-3,4-dihydropyrrolo[1,2-a]pyrazine-2(1H)-carboxylate), O (water), C(C)(=O)OCC (ethyl acetate). The solvent is ClCCl (dichloromethane), mixture, ClCCl (dichloromethane). Run at temperature 0 celsius, time 5 hour. Product: BrC=1C(=C2N(CCN(C2)C(=O)OC(C)(C)C)C1Cl)C(N)=O (tert-butyl 7-bromo-8-carbamoyl-6-chloro-3,4-dihydropyrrolo[1,2-a]pyrazine-2(1H)-carboxylate). Isolated yield 37.6%. RXN SMILES: [C:1]([C:4]1[CH:5]=[C:6]([Cl:20])[N:7]2[CH2:12][CH2:11][N:10]([C:13]([O:15][C:16]([CH3:19])([CH3:18])[CH3:17])=[O:14])[CH2:9][C:8]=12)(=[O:3])[NH2:2].C(OCC)(=O)C.[Br:27]N1C(=O)CCC1=O.O>ClCCl>[Br:27][C:5]1[C:4]([C:1](=[O:3])[NH2:2])=[C:8]2[CH2:9][N:10]([C:13]([O:15][C:16]([CH3:17])([CH3:19])[CH3:18])=[O:14])[CH2:11][CH2:12][N:7]2[C:6]=1[Cl:20]. Procedure: To a solution of 10.5 g (35.1 mmol) of tert-butyl 8-carbamoyl-6-chloro-3,4-dihydropyrrolo[1,2-a]pyrazine-2(1H)-carboxylate in 1 l of a mixture of 50% ethyl acetate in dichloromethane precooled to 0° C. is added slowly a solution of 6.90 g (38.6 mmol) of N-bromosuccinimide in 200 ml of dichloromethane. The reaction is stirred for 5 hours at 0° C. and then for 12 hours while allowing the temperature to return to room temperature. 300 ml of water are then added, the organic phase is separated out b... The reactants are ClC1=NC(=C2N=CN(C2=N1)C(C)C)Cl (2,6-dichloro-9-(2-propyl)purine), COC=1C=C(CN)C=CC1OC (3,4-dimethoxybenzylamine). Solvent: C(C)N(CC)CC (triethylamine). The product is ClC1=NC(=C2N=CN(C2=N1)C(C)C)NCC1=CC(=C(C=C1)OC)OC (2-Chloro-6-[(3,4-dimethoxybenzyl)amino]-9-(2-propyl)purine). RXN SMILES: [Cl:1][C:2]1[N:10]=[C:9]2[C:5]([N:6]=[CH:7][N:8]2[CH:11]([CH3:13])[CH3:12])=[C:4](Cl)[N:3]=1.[CH3:15][O:16][C:17]1[CH:18]=[C:19]([CH:22]=[CH:23][C:24]=1[O:25][CH3:26])[CH2:20][NH2:21]>C(N(CC)CC)C>[Cl:1][C:2]1[N:10]=[C:9]2[C:5]([N:6]=[CH:7][N:8]2[CH:11]([CH3:13])[CH3:12])=[C:4]([NH:21][CH2:20][C:19]2[CH:22]=[CH:23][C:24]([O:25][CH3:26])=[C:17]([O:16][CH3:15])[CH:18]=2)[N:3]=1. Reported procedure: 2-Chloro-6-[(3,4-dimethoxybenzyl)amino]-9-(2-propyl)purine is prepared from 2,6-dichloro-9-(2-propyl)purine, 3,4-dimethoxybenzylamine, and triethylamine essentially as described above in Example 1, Scheme A, step b. The reactants are CN(C)C=O, Cc1cc(Nc2nccc(C(F)(F)F)n2)cc(-c2cncs2)c1, CC(C)[N-]C(C)C, [Li+], C1CCOC1. The product is Cc1cc(Nc2nccc(C(F)(F)F)n2)cc(-c2cnc(C=O)s2)c1. As a reaction SMILES: [CH3:32][N:33]([CH:34]=[O:35])[CH3:36].[CH3:9][c:10]1[cH:11][c:12]([NH:21][c:22]2[n:23][cH:24][cH:25][c:26]([C:28]([F:29])([F:30])[F:31])[n:27]2)[cH:13][c:14](-[c:16]2[cH:17][n:18][cH:19][s:20]2)[cH:15]1.[CH:1]([N-:2][CH:3]([CH3:4])[CH3:5])([CH3:6])[CH3:7].[Li+:8].[O:37]1[CH2:38][CH2:39][CH2:40][CH2:41]1>>[CH3:9][c:10]1[cH:11][c:12]([NH:21][c:22]2[n:23][cH:24][cH:25][c:26]([C:28]([F:29])([F:30])[F:31])[n:27]2)[cH:13][c:14](-[c:16]2[cH:17][n:18][c:19]([CH:34]=[O:35])[s:20]2)[cH:15]1. Starting materials: O=S(=O)(Cl)c1ccc(-c2ccc(Cl)s2)s1, ClCCl, Nc1ccc2cc(CN3CCNCC3=O)ccc2n1. The product is Nc1ccc2cc(CN3CCN(S(=O)(=O)c4ccc(-c5ccc(Cl)s5)s4)CC3=O)ccc2n1. As a reaction SMILES: [Cl:20][c:21]1[cH:22][cH:23][c:24](-[c:26]2[s:27][c:28]([S:31](=[O:32])(=[O:33])[Cl:34])[cH:29][cH:30]2)[s:25]1.[Cl:35][CH2:36][Cl:37].[NH2:1][c:2]1[n:3][c:4]2[cH:5][cH:6][c:7]([CH2:12][N:13]3[C:14](=[O:19])[CH2:15][NH:16][CH2:17][CH2:18]3)[cH:8][c:9]2[cH:10][cH:11]1>>[NH2:1][c:2]1[n:3][c:4]2[cH:5][cH:6][c:7]([CH2:12][N:13]3[C:14](=[O:19])[CH2:15][N:16]([S:31]([c:28]4[s:27][c:26](-[c:24]5[cH:23][cH:22][c:21]([Cl:20])[s:25]5)[cH:30][cH:29]4)(=[O:32])=[O:33])[CH2:17][CH2:18]3)[cH:8][c:9]2[cH:10][cH:11]1. Starting materials: CC1(NC2=CC=C(C=C2C(=C1)C)OS(=O)(=O)C(F)(F)F)C (Trifluoromethanesulfonic acid 2,2,4-trimethyl-1,2-dihydroquinolin-6-yl ester), C=1(C(=CC=CC1)B(O)O)C1=CC=CC=C1 (2-biphenylboronic acid), C(C=C)S (allyl mercaptan). The product is C(C=C)SCC1=CC(NC2=CC=C(C=C12)C1=C(C=CC=C1)C1=CC=CC=C1)(C)C (4-Allylsulfanylmethyl-6-biphenyl-2-yl-2,2-dimethyl-1,2-dihydroquinoline). Reaction SMILES: [CH3:1][C:2]1([CH3:21])[CH:11]=[C:10]([CH3:12])[C:9]2[C:4](=[CH:5][CH:6]=[C:7](OS(C(F)(F)F)(=O)=O)[CH:8]=2)[NH:3]1.[C:22]1([C:31]2[CH:36]=[CH:35][CH:34]=[CH:33][CH:32]=2)[C:23](B(O)O)=[CH:24][CH:25]=[CH:26][CH:27]=1.[CH2:37]([SH:40])[CH:38]=[CH2:39]>>[CH2:37]([S:40][CH2:12][C:10]1[C:9]2[C:4](=[CH:5][CH:6]=[C:7]([C:27]3[CH:26]=[CH:25][CH:24]=[CH:23][C:22]=3[C:31]3[CH:36]=[CH:35][CH:34]=[CH:33][CH:32]=3)[CH:8]=2)[NH:3][C:2]([CH3:1])([CH3:21])[CH:11]=1)[CH:38]=[CH2:39]. Procedure details: Trifluoromethanesulfonic acid 2,2,4-trimethyl-1,2-dihydroquinolin-6-yl ester was coupled with 2-biphenylboronic acid. Bromination and coupling reaction with allyl mercaptan gave 13 mg of the title compound. Starting materials: CC(=O)c1ccccc1OCCNC(C)(C)C, CCO, [Na+], [OH-], O, O=Cc1cccc2[nH]ccc12. The product is CC(C)(C)NCCOc1ccccc1C(=O)C=Cc1cccc2[nH]ccc12. Reaction SMILES: [CH3:1][C:2]([CH3:3])([CH3:4])[NH:5][CH2:6][CH2:7][O:8][c:9]1[c:10]([C:15]([CH3:16])=[O:17])[cH:11][cH:12][cH:13][cH:14]1.[CH3:31][CH2:32][OH:33].[Na+:30].[OH-:29].[OH2:34].[nH:18]1[cH:19][cH:20][c:21]2[c:22]([CH:27]=[O:28])[cH:23][cH:24][cH:25][c:26]12>>[CH3:1][C:2]([CH3:3])([CH3:4])[NH:5][CH2:6][CH2:7][O:8][c:9]1[c:10]([C:15]([CH:16]=[CH:27][c:22]2[c:21]3[cH:20][cH:19][nH:18][c:26]3[cH:25][cH:24][cH:23]2)=[O:17])[cH:11][cH:12][cH:13][cH:14]1.